From a dataset of the Open Reaction Database (ORD), a public repository of structured organic reaction records. describe an organic reaction: reactants, conditions, products, and yield Starting materials: [Fe] (Fe), resultant solution, [N+](=O)([O-])[O-].[Fe+3].[N+](=O)([O-])[O-].[N+](=O)([O-])[O-] (iron (III) nitrate), O=[Al-]=O.[Na+] (sodium aluminate), [OH-].[K+] (potassium hydroxide). The solvent is O (water), [OH-].[Na+] (sodium hydroxide). Yields the product [N+](=O)([O-])[O-].[Fe+2].[N+](=O)([O-])[O-] (iron nitrate). As a reaction SMILES: [Fe:1].O=[Al-]=O.[Na+].[OH-].[K+].[N+:8]([O-:11])([O-:10])=[O:9].[Fe+3].[N+:13]([O-:16])([O-:15])=[O:14].[N+]([O-])([O-])=O>[OH-].[Na+].O>[N+:8]([O-:11])([O-:10])=[O:9].[Fe+2:1].[N+:13]([O-:16])([O-:15])=[O:14] |f:1.2,3.4,5.6.7.8,9.10,12.13.14|. Reported procedure: A variety of Fe-containing X-zeolites were each prepared. First, sodium aluminate was dissolved with stirring and heated in sodium hydroxide and potassium hydroxide solutions until the resultant solution became transparent, so that the solution had the formulation shown in Table 1 below. Subsequently, it was cooled to room temperature. On the other hand, iron (III) nitrate was dissolved in pure water to form an iron nitrate solution. Then, pure water was added to a sodium silicate solution so th... Starting materials: CN1CCC(CC1)CCCCOC=1C=C(C#N)C=CC1 (3-[4-(1-methyl-piperidin-4-yl)-butoxy]-benzonitrile), CC(C)C[AlH]CC(C)C (DIBAL-H), [OH-].[Na+] (sodium hydroxide), C(=O)([O-])C(O)C(O)C(=O)[O-].[K+].[Na+] (sodium potassium tartrate), OS(=O)(=O)O (H2SO4). Solvent: C(Cl)Cl (CH2Cl2), C1(=CC=CC=C1)C (toluene), C1(=CC=CC=C1)C (toluene), CO (methanol). Run at time 3 hour. Yields the product CN1CCC(CC1)CCCCOC=1C=C(C=O)C=CC1 (3-[4-(1-Methyl-piperidin-4-yl)-butoxy]-benzaldehyde). Isolated yield 66.0%. RXN SMILES: [CH3:1][N:2]1[CH2:7][CH2:6][CH:5]([CH2:8][CH2:9][CH2:10][CH2:11][O:12][C:13]2[CH:14]=[C:15]([CH:18]=[CH:19][CH:20]=2)[C:16]#N)[CH2:4][CH2:3]1.CC(C[AlH]CC(C)C)C.[OH:30]S(O)(=O)=O.[OH-].[Na+].C(C(C(C([O-])=O)O)O)([O-])=O.[K+].[Na+]>C1(C)C=CC=CC=1.C(Cl)Cl.CO>[CH3:1][N:2]1[CH2:7][CH2:6][CH:5]([CH2:8][CH2:9][CH2:10][CH2:11][O:12][C:13]2[CH:14]=[C:15]([CH:18]=[CH:19][CH:20]=2)[CH:16]=[O:30])[CH2:4][CH2:3]1 |f:3.4,5.6.7|. Reported procedure: To a stirred solution of 3-[4-(1-methyl-piperidin-4-yl)-butoxy]-benzonitrile (0.84 g, 3.09 mmol) in toluene (5 mL) at 0° C. was added 1.5 M DIBAL-H in toluene (4.63 mL, 4.63 mmol). After 3 h, methanol (9 mL) and 1.0 M H2SO4 (10 mL) were added dropwise. After stirring for 30 min, the solution was neutralized with 1.0 M sodium hydroxide (10 mL) followed by addition of satd. aq. sodium potassium tartrate (40 mL) and CH2Cl2 (100 mL). After stirring for 30 min the solution was extracted with CHCl3 (3...